From a dataset of the Open Reaction Database (ORD), a public repository of structured organic reaction records. describe an organic reaction: reactants, conditions, products, and yield The reactants are ClC1=CC2=C(OC(C2)CN)C2=CC=CC=C12 ((±)-1-(5-chloro-2,3-dihydronaphtho[1,2-b]furan-2-yl)methanamine), CC1=CC=C(C=C1)S(=O)(=O)OC (methyl 4-methylbenzenesulfonate), C(C)(C)N(CC)C(C)C (diisopropylethylamine), ClC(=O)OCC1=CC=CC=C1 (benzyl chloroformate). Product: ClC1=CC2=C(OC(C2)CNC(OCC2=CC=CC=C2)=O)C2=CC=CC=C12 ((±)-benzyl (5-chloro-2,3-dihydronaphtho[1,2-b]furan-2-yl)methylcarbamate). The yield is 88.6%. Reaction SMILES: [Cl:1][C:2]1[C:16]2[C:11](=[CH:12][CH:13]=[CH:14][CH:15]=2)[C:5]2[O:6][CH:7]([CH2:9][NH2:10])[CH2:8][C:4]=2[CH:3]=1.C(N(C(C)C)CC)(C)C.Cl[C:27]([O:29][CH2:30][C:31]1[CH:36]=[CH:35][CH:34]=[CH:33][CH:32]=1)=[O:28].CC1C=CC(S(OC)(=O)=O)=CC=1>>[Cl:1][C:2]1[C:16]2[C:11](=[CH:12][CH:13]=[CH:14][CH:15]=2)[C:5]2[O:6][CH:7]([CH2:9][NH:10][C:27](=[O:28])[O:29][CH2:30][C:31]3[CH:36]=[CH:35][CH:34]=[CH:33][CH:32]=3)[CH2:8][C:4]=2[CH:3]=1. Procedure details: Treatment of (±)-1-(5-chloro-2,3-dihydronaphtho[1,2-b]furan-2-yl)methanamine (0.83 g, 3.07 mmol) with diisopropylethylamine (1.20 g, 9.28 mmol) followed by benzyl chloroformate (0.79 g, 4.60 mmol) generally according to the procedure described for Intermediate 7 provided 1.00 g (89%) of (±)-benzyl (5-chloro-2,3-dihydronaphtho[1,2-b]furan-2-yl)methylcarbamate as a white solid. mp 117-119° C.; Anal. calcd. for C21H18ClNO3.0.5H2O: C, 66.93; H, 5.08; N, 3.72. Found: C, 66.81; H, 4.96; N, 3.67. Reactants: ClC1=C2C(=NC=C1)N(C(=C2)C2=CN(C1=CC(=C(C=C21)OC)OCCCl)C)S(=O)(=O)C2=CC=C(C=C2)C (4-chloro-2-[1-methyl-5-methoxy-6-(2-chloroethoxy)-1H-indol-3-yl]-1-(toluene-4-sulfonyl)-1H-pyrrolo[2,3-b]pyridine), [I-].[Na+] (sodium iodide). The product is ClC1=C2C(=NC=C1)N(C(=C2)C2=CN(C1=CC(=C(C=C21)OC)OCCI)C)S(=O)(=O)C2=CC=C(C=C2)C (4-Chloro-2-[1-methyl-5-methoxy-6-(2-iodoethoxy)-1H-indol-3-yl]-1-(toluene-4-sulfonyl)-1H-pyrrolo[2,3-b]pyridine). RXN SMILES: [Cl:1][C:2]1[CH:7]=[CH:6][N:5]=[C:4]2[N:8]([S:27]([C:30]3[CH:35]=[CH:34][C:33]([CH3:36])=[CH:32][CH:31]=3)(=[O:29])=[O:28])[C:9]([C:11]3[C:19]4[C:14](=[CH:15][C:16]([O:22][CH2:23][CH2:24]Cl)=[C:17]([O:20][CH3:21])[CH:18]=4)[N:13]([CH3:26])[CH:12]=3)=[CH:10][C:3]=12.[I-:37].[Na+]>>[Cl:1][C:2]1[CH:7]=[CH:6][N:5]=[C:4]2[N:8]([S:27]([C:30]3[CH:35]=[CH:34][C:33]([CH3:36])=[CH:32][CH:31]=3)(=[O:29])=[O:28])[C:9]([C:11]3[C:19]4[C:14](=[CH:15][C:16]([O:22][CH2:23][CH2:24][I:37])=[C:17]([O:20][CH3:21])[CH:18]=4)[N:13]([CH3:26])[CH:12]=3)=[CH:10][C:3]=12 |f:1.2|. Procedure details: 4-Chloro-2-[1-methyl-5-methoxy-6-(2-iodoethoxy)-1H-indol-3-yl]-1-(toluene-4-sulfonyl)-1H-pyrrolo[2,3-b]pyridine is prepared by following the procedure described in example 147c, but using 1.15 g of 4-chloro-2-[1-methyl-5-methoxy-6-(2-chloroethoxy)-1H-indol-3-yl]-1-(toluene-4-sulfonyl)-1H-pyrrolo[2,3-b]pyridine and 0.950 g of sodium iodide. After purification by flash chromatography (silica, 40/60 by volume ethyl acetate/cyclohexane as eluents, argon), 1.21 g of 4-chloro-2-[1-methyl-5-methoxy-6-(... Reactants: C(C)(C)(C)OC(=O)NC1=CC(=NC=C1)C(=O)C=1NC2=CC(=CC=C2C1NC(CC)=O)Cl (2-[4-(t-Butoxycarbonyl)aminopyridine-2-carbonyl]-6-chloro-3-(propionylamino)indole), FC(C(=O)O)(F)F (trifluoroacetic acid). The solvent is C([O-])(O)=O.[Na+] (sodium bicarbonate). Yields the product Cl.NC1=CC(=NC=C1)C(=O)C=1NC2=CC(=CC=C2C1NC(CC)=O)Cl (2-(4-Aminopyridine-2-carbonyl)-6-chloro-3-(propionylamino)indole hydrochloride). RXN SMILES: C(OC([NH:8][C:9]1[CH:14]=[CH:13][N:12]=[C:11]([C:15]([C:17]2[NH:18][C:19]3[C:24]([C:25]=2[NH:26][C:27](=[O:30])[CH2:28][CH3:29])=[CH:23][CH:22]=[C:21]([Cl:31])[CH:20]=3)=[O:16])[CH:10]=1)=O)(C)(C)C.FC(F)(F)C(O)=O>C(=O)(O)[O-].[Na+]>[ClH:31].[NH2:8][C:9]1[CH:14]=[CH:13][N:12]=[C:11]([C:15]([C:17]2[NH:18][C:19]3[C:24]([C:25]=2[NH:26][C:27](=[O:30])[CH2:28][CH3:29])=[CH:23][CH:22]=[C:21]([Cl:31])[CH:20]=3)=[O:16])[CH:10]=1 |f:2.3,4.5|. Procedure: 2-[4-(tert-Butoxycarbonyl)aminopyridine-2-carbonyl]-6-chloro-3-(propionylamino)indole (step 4, 118 mg, 0.266 mmol) was treated with trifluoroacetic acid (4 ml) at room temperature for 1 h. The mixture was concentrated and azeotroped with toluene to give an oily residue. The residue was basified with saturated aqueous sodium bicarbonate (30 ml) and extracted with dichloromethane (30 ml×3). The organic phase was dried (K2CO3), and concentrated to afford the free base of title compound. The free ba... The reactants are C(C1=CC=CC=C1)N(C(CCl)=O)CC(C(CO[Si](C)(C)C(C)(C)C)O)C1=CC(=C(C=C1)Cl)Cl (N-benzyl-N-[(2RS,3RS)-4-{[tert-butyl(dimethyl)silyl]oxy}-2-(3,4-dichlorophenyl)-3-hydroxybutyl]-2-chloroacetamide), C[O-].[Na+] (sodium methoxide), O (water). Run in C1CCOC1 (THF). Run at time 2 hour. The product is C(C1=CC=CC=C1)N1C(COC(C(C1)C1=CC(=C(C=C1)Cl)Cl)CO[Si](C)(C)C(C)(C)C)=O ((6RS,7RS)-4-benzyl-7-({[tert-butyl(dimethyl)silyl]oxy}methyl)-6-(3,4-dichlorophenyl)-1,4-oxazepan-3-one). Yield: 97.5%. Reaction SMILES: [CH2:1]([N:8]([CH2:13][CH:14]([C:26]1[CH:31]=[CH:30][C:29]([Cl:32])=[C:28]([Cl:33])[CH:27]=1)[CH:15]([OH:25])[CH2:16][O:17][Si:18]([C:21]([CH3:24])([CH3:23])[CH3:22])([CH3:20])[CH3:19])[C:9](=[O:12])[CH2:10]Cl)[C:2]1[CH:7]=[CH:6][CH:5]=[CH:4][CH:3]=1.C[O-].[Na+].O>C1COCC1>[CH2:1]([N:8]1[CH2:13][CH:14]([C:26]2[CH:31]=[CH:30][C:29]([Cl:32])=[C:28]([Cl:33])[CH:27]=2)[CH:15]([CH2:16][O:17][Si:18]([C:21]([CH3:24])([CH3:22])[CH3:23])([CH3:19])[CH3:20])[O:25][CH2:10][C:9]1=[O:12])[C:2]1[CH:3]=[CH:4][CH:5]=[CH:6][CH:7]=1 |f:1.2|. Procedure: To a solution of N-benzyl-N-[(2RS,3RS)-4-{[tert-butyl(dimethyl)silyl]oxy}-2-(3,4-dichlorophenyl)-3-hydroxybutyl]-2-chloroacetamide (44.7 g) in THF (450 ml) was added sodium methoxide (5.46 g) at 0° C. The mixture was stirred at room temperature for 2 hr, water was added, and methanol was evaporated under reduced pressure. Water was added to the residue, and the mixture was extracted with ethyl acetate. The organic layer was washed with brine, and dried over anhydrous sodium sulfate, and the solv... Starting materials: Cl, COCCOc1nc(N)c2nc(OC)n(Cc3ccc(F)cc3)c2n1. Yields the product COCCOc1nc(N)c2nc(O)n(Cc3ccc(F)cc3)c2n1. RXN SMILES: [ClH:26].[NH2:1][c:2]1[c:3]2[n:4][c:5]([O:24][CH3:25])[n:6]([CH2:16][c:17]3[cH:18][cH:19][c:20]([F:23])[cH:21][cH:22]3)[c:7]2[n:8][c:9]([O:11][CH2:12][CH2:13][O:14][CH3:15])[n:10]1>>[NH2:1][c:2]1[c:3]2[n:4][c:5]([OH:24])[n:6]([CH2:16][c:17]3[cH:18][cH:19][c:20]([F:23])[cH:21][cH:22]3)[c:7]2[n:8][c:9]([O:11][CH2:12][CH2:13][O:14][CH3:15])[n:10]1. Reactants: CCC#CCCOc1nsnc1-c1cccnc1, CI, CC(C)=O. Product: CCC#CCCOc1nsnc1-c1ccc[n+](C)c1, [I-]. Reaction SMILES: [CH2:3]([CH2:4][C:5]#[C:6][CH2:7][CH3:8])[O:9][c:10]1[c:11](-[c:15]2[cH:16][n:17][cH:18][cH:19][cH:20]2)[n:12][s:13][n:14]1.[CH3:1][I:2].[CH3:21][C:22](=[O:23])[CH3:24]>>[CH3:1][n+:17]1[cH:16][c:15](-[c:11]2[c:10]([O:9][CH2:3][CH2:4][C:5]#[C:6][CH2:7][CH3:8])[n:14][s:13][n:12]2)[cH:20][cH:19][cH:18]1.[I-:2]. Starting materials: BrB(Br)Br, CCOc1ccc2nc(S(=O)(=O)NC)sc2c1, ClCCl. Yields the product CNS(=O)(=O)c1nc2ccc(O)cc2s1. As a reaction SMILES: [B:1]([Br:2])([Br:3])[Br:4].[CH3:5][NH:6][S:7](=[O:8])(=[O:9])[c:10]1[s:11][c:12]2[c:13]([n:14]1)[cH:15][cH:16][c:17]([O:19][CH2:20][CH3:21])[cH:18]2.[Cl:22][CH2:23][Cl:24]>>[CH3:5][NH:6][S:7](=[O:8])(=[O:9])[c:10]1[s:11][c:12]2[c:13]([n:14]1)[cH:15][cH:16][c:17]([OH:19])[cH:18]2. The reactants are CC(C)O, Clc1nc(-c2ccccc2)nc2ccccc12, c1ccc(N2CCNCC2)nc1. The product is c1ccc(-c2nc(N3CCN(c4ccccn4)CC3)c3ccccc3n2)cc1. As a reaction SMILES: [CH:30]([OH:31])([CH3:32])[CH3:33].[c:1]1(-[c:7]2[n:8][c:9]3[cH:10][cH:11][cH:12][cH:13][c:14]3[c:15]([Cl:17])[n:16]2)[cH:2][cH:3][cH:4][cH:5][cH:6]1.[n:18]1[c:19]([N:24]2[CH2:25][CH2:26][NH:27][CH2:28][CH2:29]2)[cH:20][cH:21][cH:22][cH:23]1>>[c:1]1(-[c:7]2[n:8][c:9]3[cH:10][cH:11][cH:12][cH:13][c:14]3[c:15]([N:27]3[CH2:26][CH2:25][N:24]([c:19]4[n:18][cH:23][cH:22][cH:21][cH:20]4)[CH2:29][CH2:28]3)[n:16]2)[cH:2][cH:3][cH:4][cH:5][cH:6]1.